Dataset: the Open Reaction Database (ORD), a public repository of structured organic reaction records. Task: describe an organic reaction: reactants, conditions, products, and yield Reactants: [OH-].[K+] (potassium hydroxide), BrC=1C(=C(N(C1C)C)C(=O)OCC)C1=CC=CC=C1 (ethyl 4-bromo-1,5-dimethyl-3-phenyl-pyrrole-2-carboxylate). The solvent is O (water), C(C)O (ethanol). Product: BrC=1C(=C(N(C1C)C)C(=O)O)C1=CC=CC=C1 (4-bromo-1,5-dimethyl-3-phenyl-pyrrole-2-carboxylic acid). Isolated yield 68.4%. Reaction SMILES: [OH-].[K+].[Br:3][C:4]1[C:5]([C:16]2[CH:21]=[CH:20][CH:19]=[CH:18][CH:17]=2)=[C:6]([C:11]([O:13]CC)=[O:12])[N:7]([CH3:10])[C:8]=1[CH3:9]>O.C(O)C>[Br:3][C:4]1[C:5]([C:16]2[CH:21]=[CH:20][CH:19]=[CH:18][CH:17]=2)=[C:6]([C:11]([OH:13])=[O:12])[N:7]([CH3:10])[C:8]=1[CH3:9] |f:0.1|. Procedure details: A solution of potassium hydroxide (1.40 g, 25.0 mmol) in water (3 mL) was added to a solution of ethyl 4-bromo-1,5-dimethyl-3-phenyl-pyrrole-2-carboxylate (1.60 g, 4.97 mmol) in ethanol (5 mL) and the reaction mixture was refluxed overnight. The solvent was evaporated and the residue was washed with diethyl ether. The resultant filter cake was acidified with diluted HCl and extracted with ether. The organic layer was washed with water, brine, dried over anhydrous sodium sulfate and concentrated ... The product is C(C=C)(=O)N1C2CC(CC1CC2)CNC2=NC(=C(C=N2)C2=CC=C(OC1=CC=C(C#N)C=C1)C=C2)N (4-(4-(((8-acryloyl-8-azabicyclo[3.2.1]octan-3-ylmethyl)amino)-6-aminopyrimidin-5-yl)phenoxy)benzonitrile). RXN SMILES: Br[C:2]1[C:3]([NH2:9])=[N:4][CH:5]=[N:6][C:7]=1Cl.[NH2:10][CH2:11][CH:12]1[CH2:18][CH:17]2[N:19]([C:20]([O:22]C(C)(C)C)=O)[CH:14]([CH2:15][CH2:16]2)[CH2:13]1.CC1(C)C(C)(C)OB([C:35]2[CH:49]=[CH:48][C:38]([O:39][C:40]3[CH:47]=[CH:46][C:43]([C:44]#[N:45])=[CH:42][CH:41]=3)=[CH:37][CH:36]=2)O1.[C:51](Cl)(=O)[CH:52]=C>>[C:20]([N:19]1[CH:14]2[CH2:15][CH2:16][CH:17]1[CH2:18][CH:12]([CH2:11][NH:10][C:5]1[N:6]=[CH:7][C:2]([C:35]3[CH:49]=[CH:48][C:38]([O:39][C:40]4[CH:47]=[CH:46][C:43]([C:44]#[N:45])=[CH:42][CH:41]=4)=[CH:37][CH:36]=3)=[C:3]([NH2:9])[N:4]=1)[CH2:13]2)(=[O:22])[CH:51]=[CH2:52]. Starting materials: BrC=1C(=NC=NC1Cl)N (5-bromo-6-chloropyrimidin-4-amine), NCC1CC2CCC(C1)N2C(=O)OC(C)(C)C (tert-butyl 3-(aminomethyl)-8-azabicyclo[3.2.1]octane-8-carboxylate), CC1(OB(OC1(C)C)C1=CC=C(OC2=CC=C(C#N)C=C2)C=C1)C (4-(4-(4,4,5,5-tetramethyl-1,3,2-dioxaborolan-2-yl)phenoxy)benzonitrile), C(C=C)(=O)Cl (acryloyl chloride). Procedure details: 4-(4-(4-(((8-acryloyl-8-azabicyclo[3.2.1]octan-3-ylmethyl)amino)-6-aminopyrimidin-5-yl)phenoxy)benzonitrile was prepared from 5-bromo-6-chloropyrimidin-4-amine, tert-butyl 3-(aminomethyl)-8-azabicyclo[3.2.1]octane-8-carboxylate, 4-(4-(4,4,5,5-tetramethyl-1,3,2-dioxaborolan-2-yl)phenoxy)benzonitrile, and acryloyl chloride using methods B, C, D, and F. HPLC: 98%. MS: m/z=481 [M+H]+. The reactants are COc1cccc(C)c1 (substrate), Cn2cnc1ccccc12 (effective_coupling_partner). Reagents/catalysts: IPr. Conditions: temperature 90 celsius, time 16 hour. Yields the product Cc3cccc(c2nc1ccccc1n2C)c3.